Dataset: the Open Reaction Database (ORD), a public repository of structured organic reaction records. Task: describe an organic reaction: reactants, conditions, products, and yield The reactants are C(C1=CC=CC=C1)SC1=C(C=CC=C1Cl)N (2-Benzylsulfanyl-3-chloro-phenylamine), [Al+3].[Cl-].[Cl-].[Cl-] (AlCl3), CCOC(=O)C (EtOAc). Run in C1=CC=CC=C1 (benzene). Reaction conditions: time 8 hour. The product is Cl.NC1=C(C(=CC=C1)Cl)S (2-Amino-6-chlorobenzenethiol hydrochloride). As a reaction SMILES: C([S:8][C:9]1[C:14]([Cl:15])=[CH:13][CH:12]=[CH:11][C:10]=1[NH2:16])C1C=CC=CC=1.[Al+3].[Cl-].[Cl-].[Cl-].CCOC(C)=O>C1C=CC=CC=1>[ClH:15].[NH2:16][C:10]1[CH:11]=[CH:12][CH:13]=[C:14]([Cl:15])[C:9]=1[SH:8] |f:1.2.3.4,7.8|. Reported procedure: To a solution of 2-benzylsulfanyl-3-chloro-phenylamine (204) in 140 mL of benzene at 0° C. was added AlCl3 (Aldrich, 23.8 g, 179 mmol) in portion. The mixture turned to purple. After stirred at ambient temperature overnight, the mixture was poured to ice and EtOAc and stirred for 20 min. The mixture was extracted 3× with EtOAc (500 mL). The organic layers were washed twice with a brine solution (400 mL), dried over Na2SO4, and concentrated under vacuum. The crude product was treated with 145 mL ... The reactants are C1=NC=CC2=CC=CC(=C12)C#CCO (3-(8-isoquinolinyl)-2-propyn-1-ol). Procedure: A solution of 0.4 g of 3-(8-isoquinolinyl)-2-propyn-1-ol in a mixture of 10 mL of ethanol and 5 mL of methanol was hydrogenated over 0.06 g 10% Pd/C at room temperature and atmospheric pressure for 22 hours and then at 50 psi for 20 hours. After the catalyst was removed by filtration and the filtrate was concentrated, the residual oil was purified by HPLC (methanol-chloroform; 1:19) and crystallized from ethyl acetate-hexane to yield 0.136 g of 8-isoquinolinepropanol, mp 66°-69° C. Reagents/catalysts: [Pd] (Pd/C). Run at time 22 hour. Run in C(C)O (ethanol), CO (methanol). Isolated yield 33.3%. The product is C1=NC=CC2=CC=CC(=C12)CCCO (8-isoquinolinepropanol). RXN SMILES: [CH:1]1[C:10]2[C:5](=[CH:6][CH:7]=[CH:8][C:9]=2[C:11]#[C:12][CH2:13][OH:14])[CH:4]=[CH:3][N:2]=1>C(O)C.CO.[Pd]>[CH:1]1[C:10]2[C:5](=[CH:6][CH:7]=[CH:8][C:9]=2[CH2:11][CH2:12][CH2:13][OH:14])[CH:4]=[CH:3][N:2]=1. The reactants are OC(C1=CC=CC=C1)C1=CC(=NC=C1)OC (4-(α-hydroxybenzyl)-2-methoxypyridine), C(C)(=O)OC(C)=O (acetic acid anhydride). Run in N1=CC=CC=C1 (pyridine). Reaction conditions: time 5 hour. Product: C(C)(=O)OC(C1=CC=CC=C1)C1=CC(=NC=C1)OC (4-(α-Acetoxybenzyl)-2-methoxypyridine). Reaction SMILES: [OH:1][CH:2]([C:9]1[CH:14]=[CH:13][N:12]=[C:11]([O:15][CH3:16])[CH:10]=1)[C:3]1[CH:8]=[CH:7][CH:6]=[CH:5][CH:4]=1.[C:17](OC(=O)C)(=[O:19])[CH3:18]>N1C=CC=CC=1>[C:17]([O:1][CH:2]([C:9]1[CH:14]=[CH:13][N:12]=[C:11]([O:15][CH3:16])[CH:10]=1)[C:3]1[CH:4]=[CH:5][CH:6]=[CH:7][CH:8]=1)(=[O:19])[CH3:18]. Procedure details: A mixture of 104 g of 4-(α-hydroxybenzyl)-2-methoxypyridine, 100 ml of acetic acid anhydride and 100 ml of pyridine was heated under stirring for 5 hours in an oil bath kept at 110° C. After the reaction solution was evaporated, water was added to the residue and the mixture was extracted with ethyl acetate. The extract was washed with an aqueous sodium bicarbonate solution and brine, dried over anhydrous magnesium sulfate and the solvent was removed. The residue was subjected to silica gel colu... The reactants are C(C)(=O)C1=CC(=C(OCCCCC(=O)O)C=C1O)CC=C (5-(4-Acetyl-5-hydroxy-2-allylphenoxy)pentanoic acid), [H][H] (hydrogen). Reagents/catalysts: [Pd] (palladium on carbon). Solvent: C(C)O (ethanol). Yields the product C(C)(=O)C1=CC(=C(OCCCCC(=O)O)C=C1O)CCC (5-(4-Acetyl-5-hydroxy-2-propylphenoxy)pentanoic acid). The yield is 101.4%. Reaction SMILES: [C:1]([C:4]1[C:17]([OH:18])=[CH:16][C:7]([O:8][CH2:9][CH2:10][CH2:11][CH2:12][C:13]([OH:15])=[O:14])=[C:6]([CH2:19][CH:20]=[CH2:21])[CH:5]=1)(=[O:3])[CH3:2].[H][H]>[Pd].C(O)C>[C:1]([C:4]1[C:17]([OH:18])=[CH:16][C:7]([O:8][CH2:9][CH2:10][CH2:11][CH2:12][C:13]([OH:15])=[O:14])=[C:6]([CH2:19][CH2:20][CH3:21])[CH:5]=1)(=[O:3])[CH3:2]. Procedure: The compound of Example 131 (1.46 g) was added to 150 ml of ethanol and hydrogenated in the presence of 1.5 g of 5% palladium on carbon. After the theoretical amount of hydrogen was taken up, the reaction was discontinued, the reaction mixture was filtered. The filtrate was concentrated in vacuo and provided 1.49 g of the desired title product, m.p.=106° C. The reactants are ClC1=C(C(=CC=C1)Cl)CS(=O)(=O)C=1C=C2CC(NC2=CC1)=O (5-(2,6-Dichlorophenylmethanesulfonyl)-1,3-dihydro-indol-2-one), CC1=C(NC(=C1CN1CCOCC1)C)C=O (3,5-dimethyl-4-morpholin-4-ylmethyl-1H-pyrrole-2-carbaldehyde). Product: ClC1=C(C(=CC=C1)Cl)CS(=O)(=O)C=1C=C2/C(/C(NC2=CC1)=O)=C/C=1NC(=C(C1C)CN1CCOCC1)C (5-(2,6-dichloro-phenylmethanesulfonyl)-3-[1-(3,5-dimethyl-4-morpholin-4-ylmethyl-1H-pyrrol-2-yl)-meth-(Z)-ylidene]-1,3-dihydro-indol-2-one). As a reaction SMILES: [Cl:1][C:2]1[CH:7]=[CH:6][CH:5]=[C:4]([Cl:8])[C:3]=1[CH2:9][S:10]([C:13]1[CH:14]=[C:15]2[C:19](=[CH:20][CH:21]=1)[NH:18][C:17](=[O:22])[CH2:16]2)(=[O:12])=[O:11].[CH3:23][C:24]1[C:28]([CH2:29][N:30]2[CH2:35][CH2:34][O:33][CH2:32][CH2:31]2)=[C:27]([CH3:36])[NH:26][C:25]=1[CH:37]=O>>[Cl:8][C:4]1[CH:5]=[CH:6][CH:7]=[C:2]([Cl:1])[C:3]=1[CH2:9][S:10]([C:13]1[CH:14]=[C:15]2[C:19](=[CH:20][CH:21]=1)[NH:18][C:17](=[O:22])/[C:16]/2=[CH:37]\[C:25]1[NH:26][C:27]([CH3:36])=[C:28]([CH2:29][N:30]2[CH2:31][CH2:32][O:33][CH2:34][CH2:35]2)[C:24]=1[CH3:23])(=[O:12])=[O:11]. Procedure: 5-(2,6-Dichlorophenylmethanesulfonyl)-1,3-dihydro-indol-2-one was condensed with 3,5-dimethyl-4-morpholin-4-ylmethyl-1H-pyrrole-2-carbaldehyde to give 2.0 g of the titled compound as an orange solid. Product: O=C(NCC(=O)N1CCN(C(=O)c2ccccc2C(F)(F)F)CC1)c1cccc(Oc2ccccc2)c1. RXN SMILES: [CH3:49][CH2:50][N:51]=[C:52]=[N:53][CH2:54][CH2:55][CH2:56][N:57]([CH3:58])[CH3:59].[CH:1]([N:2]([CH2:3][CH3:4])[CH:5]([CH3:6])[CH3:7])([CH3:8])[CH3:9].[ClH:60].[F:32][C:33]([F:34])([F:35])[C:36]([OH:37])=[O:38].[NH2:10][CH2:11][C:12](=[O:13])[N:14]1[CH2:15][CH2:16][N:17]([C:20]([c:21]2[c:22]([C:27]([F:28])([F:29])[F:30])[cH:23][cH:24][cH:25][cH:26]2)=[O:31])[CH2:18][CH2:19]1.[O:61]([c:62]1[cH:63][cH:64][cH:65][cH:66][cH:67]1)[c:68]1[cH:69][c:70]([C:71](=[O:72])[OH:73])[cH:74][cH:75][cH:76]1.[O:77]=[CH:78][N:79]([CH3:80])[CH3:81].[OH2:82].[OH:39][n:40]1[c:41]2[c:42]([cH:43][cH:44][cH:45][cH:46]2)[n:47][n:48]1>>[NH:10]([CH2:11][C:12](=[O:13])[N:14]1[CH2:15][CH2:16][N:17]([C:20]([c:21]2[c:22]([C:27]([F:28])([F:29])[F:30])[cH:23][cH:24][cH:25][cH:26]2)=[O:31])[CH2:18][CH2:19]1)[C:71]([c:70]1[cH:69][c:68]([O:61][c:62]2[cH:63][cH:64][cH:65][cH:66][cH:67]2)[cH:76][cH:75][cH:74]1)=[O:72]. The reactants are CCN=C=NCCCN(C)C, CCN(C(C)C)C(C)C, Cl, O=C(O)C(F)(F)F, NCC(=O)N1CCN(C(=O)c2ccccc2C(F)(F)F)CC1, O=C(O)c1cccc(Oc2ccccc2)c1, CN(C)C=O, O, On1nnc2ccccc21. The reactants are NC[C@H]1N(CCC[C@H]1C)C(=O)C1=C(C=CC(=C1)C)N1N=CC(=N1)C (((2S,3R)-2-(aminomethyl)-3-methylpiperidin-1-yl)(5-methyl-2-(4-methyl-2H-1,2,3-triazol-2-yl)phenyl)methanone), BrC1=NC=C(C=C1)Cl (2-bromo-5-chloropyridine). Product: ClC=1C=CC(=NC1)NC[C@H]1N(CCC[C@H]1C)C(=O)C1=C(C=CC(=C1)C)N1N=CC(=N1)C (((2S,3R)-2-(((5-Chloropyridin-2-yl)amino)methyl)-3-methylpiperidin-1-yl)(5-methyl-2-(4-methyl-2H-1,2,3-triazol-2-yl)phenyl)methanone). As a reaction SMILES: [NH2:1][CH2:2][C@@H:3]1[C@H:8]([CH3:9])[CH2:7][CH2:6][CH2:5][N:4]1[C:10]([C:12]1[CH:17]=[C:16]([CH3:18])[CH:15]=[CH:14][C:13]=1[N:19]1[N:23]=[C:22]([CH3:24])[CH:21]=[N:20]1)=[O:11].Br[C:26]1[CH:31]=[CH:30][C:29]([Cl:32])=[CH:28][N:27]=1>>[Cl:32][C:29]1[CH:30]=[CH:31][C:26]([NH:1][CH2:2][C@@H:3]2[C@H:8]([CH3:9])[CH2:7][CH2:6][CH2:5][N:4]2[C:10]([C:12]2[CH:17]=[C:16]([CH3:18])[CH:15]=[CH:14][C:13]=2[N:19]2[N:23]=[C:22]([CH3:24])[CH:21]=[N:20]2)=[O:11])=[N:27][CH:28]=1. Reported procedure: The title compound was prepared following the same general protocol as described for Example A44 using ((2S,3R)-2-(aminomethyl)-3-methylpiperidin-1-yl)(5-methyl-2-(4-methyl-2H-1,2,3-triazol-2-yl)phenyl)methanone and 2-bromo-5-chloropyridine. ESI-MS (m/z): 439 [M+1]+. The reactants are BrC1=CC=C(C=C1)C (p-bromotoluene), [Mg] (magnesium), II (iodine), N1=C(C(=CC=C1)C)C (2,3-lutidine), ClC(=O)OC1=CC=CC=C1 (phenyl chloroformate). The solvent is O1CCCC1 (tetrahydrofuran), O1CCCC1 (tetrahydrofuran), O1CCCC1 (tetrahydrofuran). Conditions: temperature -60 celsius, time 1 hour. The product is CC=1N(C(C=CC1C)C1=CC=C(C=C1)C)C(=O)OC1=CC=CC=C1 (1,6-dihydro-2,3-dimethyl-6-(4-methylphenyl)-1-phenoxycarbonyl pyridine). RXN SMILES: Br[C:2]1[CH:7]=[CH:6][C:5]([CH3:8])=[CH:4][CH:3]=1.[Mg].II.[N:12]1[CH:17]=[CH:16][CH:15]=[C:14]([CH3:18])[C:13]=1[CH3:19].Cl[C:21]([O:23][C:24]1[CH:29]=[CH:28][CH:27]=[CH:26][CH:25]=1)=[O:22]>O1CCCC1>[CH3:19][C:13]1[N:12]([C:21]([O:23][C:24]2[CH:29]=[CH:28][CH:27]=[CH:26][CH:25]=2)=[O:22])[CH:17]([C:2]2[CH:7]=[CH:6][C:5]([CH3:8])=[CH:4][CH:3]=2)[CH:16]=[CH:15][C:14]=1[CH3:18]. Procedure: A solution of p-bromotoluene (13.5 g) in 50 ml of tetrahydrofuran was added to magnesium (1.5 g) and 1 crystal of iodine in a little tetrahydrofuran, and the mixture was refluxed for 1 hour. In a separate flask, a solution of 2,3-lutidine (6.5 g) in 100 ml of tetrahydrofuran was cooled to about -60° C., and the magnesium complex prepared above added, followed by phenyl chloroformate (8 ml). The mixture was stirred for 1 hour at -60° C., then at room temperature overnight. The solvent was removed... Starting materials: [OH-].[Na+] (NaOH), C(C(=O)O)(=O)O (Oxalic acid), ClC=1C(=NC=C(C1)C1OCCO1)CO ([3-chloro-5-(1,3-dioxolan-2-yl)-2-pyridinyl]methanol), CC(=O)C (acetone). The solvent is O (water). Run at time 2.5 hour. Yields the product ClC=1C=C(C=NC1CO)C=O (5-chloro-6-(hydroxymethyl)-3-pyridinecarbaldehyde). Yield: 10.0%. As a reaction SMILES: C(O)(=O)C(O)=O.[Cl:7][C:8]1[C:9]([CH2:19][OH:20])=[N:10][CH:11]=[C:12]([CH:14]2OCC[O:15]2)[CH:13]=1.CC(C)=O.[OH-].[Na+]>O>[Cl:7][C:8]1[CH:13]=[C:12]([CH:14]=[O:15])[CH:11]=[N:10][C:9]=1[CH2:19][OH:20] |f:3.4|. Reported procedure: Oxalic acid (415 mg, 3.29 mmol) was added to a mixture of [3-chloro-5-(1,3-dioxolan-2-yl)-2-pyridinyl]methanol (142 mg, 0.659 mmol), acetone (7.5 ml), and water (7.5 ml) at room temperature and heated under reflux. After 2.5 h, HPLC showed full conversion. Cooled to rt, basified with 1M NaOH, extracted with TBME, dried (MgSO4), filtered and concentrated to give 139 mg of crude material. Purification by flash chromatography using Flashmaster II, a 5 g silica gel cartridge, and mixtures of DCM and...